This data is from the Open Reaction Database (ORD), a public repository of structured organic reaction records. The task is: describe an organic reaction: reactants, conditions, products, and yield The reactants are solution, Cl (hydrochloric acid), C[Si](C)(C)Cl (trimethylsilyl chloride), ClC1=C(C=CC=C1)[Zn]I (2-chlorophenyliodozinc), [N+](=O)([O-])C1=C(C=O)C=C(C=C1)F (2-nitro-5-fluorobenzaldehyde). The reagents and catalysts are [Cl-].[Cl-].[Cl-].[Cr+3] (chromium trichloride). Solvent: C1CCOC1 (THF), C1CCOC1 (THF). Conditions: temperature 65 celsius, time 18 hour. Product: [N+](=O)([O-])C1=C(C=C(C=C1)F)C(=O)C1=C(C=CC=C1)Cl ((2-nitro-5-fluorophenyl)(2-chlorophenyl)methanone). RXN SMILES: [Cl:1][C:2]1[CH:7]=[CH:6][CH:5]=[CH:4][C:3]=1[Zn]I.[N+:10]([C:13]1[CH:20]=[CH:19][C:18]([F:21])=[CH:17][C:14]=1[CH:15]=[O:16])([O-:12])=[O:11].C[Si](Cl)(C)C.Cl>C1COCC1.[Cl-].[Cl-].[Cl-].[Cr+3]>[N+:10]([C:13]1[CH:20]=[CH:19][C:18]([F:21])=[CH:17][C:14]=1[C:15]([C:3]1[CH:4]=[CH:5][CH:6]=[CH:7][C:2]=1[Cl:1])=[O:16])([O-:12])=[O:11] |f:5.6.7.8|. Procedure: To 2.6 g of chromium trichloride suspended in 50 ml of THF are successively added 30 ml of a 0.5M solution in THF of 2-chlorophenyliodozinc, 2.54 g of 2-nitro-5-fluorobenzaldehyde and 5.7 ml of trimethylsilyl chloride. The mixture is heated at 65° C. for 1 hour and then left at room temperature for 18 hours. 1M hydrochloric acid solution is added to the reaction medium, the precipitate formed is filtered off and the filtrate is concentrated. The residue is taken up in ethyl acetate and washed wi... Starting materials: C1CCNC1, C1CCOC1, CC(NCc1ccc(Cl)c(NC(=O)CCl)c1)c1ccccc1. The product is CC(NCc1ccc(Cl)c(NC(=O)CN2CCCC2)c1)c1ccccc1. RXN SMILES: [CH2:23]1[CH2:24][CH2:25][NH:26][CH2:27]1.[CH2:28]1[O:29][CH2:30][CH2:31][CH2:32]1.[Cl:1][CH2:2][C:3](=[O:4])[NH:5][c:6]1[c:7]([Cl:22])[cH:8][cH:9][c:10]([CH2:12][NH:13][CH:14]([CH3:15])[c:16]2[cH:17][cH:18][cH:19][cH:20][cH:21]2)[cH:11]1>>[CH2:2]([C:3](=[O:4])[NH:5][c:6]1[c:7]([Cl:22])[cH:8][cH:9][c:10]([CH2:12][NH:13][CH:14]([CH3:15])[c:16]2[cH:17][cH:18][cH:19][cH:20][cH:21]2)[cH:11]1)[N:26]1[CH2:25][CH2:24][CH2:23][CH2:27]1. The reactants are CCCC[Sn](Cl)(CCCC)CCCC, [Li]CCCC, Cn1ccnn1, C1CCOC1. Product: CCCC[Sn](CCCC)(CCCC)c1cnnn1C. As a reaction SMILES: [CH2:12]([CH2:13][CH2:14][CH3:15])[Sn:16]([Cl:17])([CH2:18][CH2:19][CH2:20][CH3:21])[CH2:22][CH2:23][CH2:24][CH3:25].[CH2:7]([Li:8])[CH2:9][CH2:10][CH3:11].[CH3:1][n:2]1[n:3][n:4][cH:5][cH:6]1.[O:26]1[CH2:27][CH2:28][CH2:29][CH2:30]1>>[CH3:1][n:2]1[n:3][n:4][cH:5][c:6]1[Sn:16]([CH2:12][CH2:13][CH2:14][CH3:15])([CH2:18][CH2:19][CH2:20][CH3:21])[CH2:22][CH2:23][CH2:24][CH3:25]. Reaction SMILES: [Br:12][CH2:13][C:14](=[O:15])[O:16][CH3:17].[C:18](=[O:19])([O-:20])[O-:21].[CH3:24][C:25](=[O:26])[CH2:27][CH3:28].[CH:1]([CH3:2])([CH3:3])[c:4]1[c:5]([CH3:11])[cH:6][c:7]([OH:10])[cH:8][cH:9]1.[K+:22].[K+:23]>>[CH:1]([CH3:2])([CH3:3])[c:4]1[c:5]([CH3:11])[cH:6][c:7]([O:10][CH2:13][C:14](=[O:15])[O:16][CH3:17])[cH:8][cH:9]1. Product: COC(=O)COc1ccc(C(C)C)c(C)c1. Starting materials: COC(=O)CBr, O=C([O-])[O-], CCC(C)=O, Cc1cc(O)ccc1C(C)C, [K+], [K+].